This data is from the Open Reaction Database (ORD), a public repository of structured organic reaction records. The task is: describe an organic reaction: reactants, conditions, products, and yield Reactants: solid, BrC1=CC(=CC=2C(=C3N(C12)CCNC3=O)C)F (6-bromo-8-fluoro-10-methyl-3,4-dihydro-2H-pyrazino[1,2-a]indol-1-one), BrC1=CC(=CC=2C(=C3N(C12)CCNC3=O)C)F (6-bromo-8-fluoro-10-methyl-3,4-dihydro-2H-pyrazino[1,2-a]indol-1-one), FC=1C=C(C=CC1F)B(O)O (3,4-difluoro-phenylboronic acid). Product: FC=1C=C(C=CC1F)C1=CC(=CC=2C(=C3N(C12)CCNC3=O)C)F (6-(3,4-Difluoro-phenyl)-8-fluoro-10-methyl-3,4-dihydro-2H-pyrazino[1,2-a]indol-1-one). RXN SMILES: Br[C:2]1[C:10]2[N:9]3[CH2:11][CH2:12][NH:13][C:14](=[O:15])[C:8]3=[C:7]([CH3:16])[C:6]=2[CH:5]=[C:4]([F:17])[CH:3]=1.[F:18][C:19]1[CH:20]=[C:21](B(O)O)[CH:22]=[CH:23][C:24]=1[F:25]>>[F:18][C:19]1[CH:20]=[C:21]([C:2]2[C:10]3[N:9]4[CH2:11][CH2:12][NH:13][C:14](=[O:15])[C:8]4=[C:7]([CH3:16])[C:6]=3[CH:5]=[C:4]([F:17])[CH:3]=2)[CH:22]=[CH:23][C:24]=1[F:25]. Procedure: The title compound, light grey solid (71 mg, 86%), MS (ISP) m/z=331.4 [(M+H)+], mp 229.5° C., was prepared in accordance with the general method of example 1 from 6-bromo-8-fluoro-10-methyl-3,4-dihydro-2H-pyrazino[1,2-a]indol-1-one (intermediate 14) (74.3 mg, 0.25 mmol) and commercially available 3,4-difluoro-phenylboronic acid (51.3 mg, 0.325 mmol). The reactants are formula 5, [OH-].[Na+] (sodium hydroxide), N1=CC=CC2=CC=CC=C12 (quinoline), C(C)(=O)OC(C)=O (acetic anhydride), C(C1=CC=CC=C1)(=O)Cl (benzoyl chloride). Run in N1=CC=CC=C1 (pyridine). The product is O=C1C=CO[C@H]([C@H]1OC(C)=O)C (1,5-anhydro-3-oxo-4-O-acetyl-2,3,6-trideoxy-L-threo-hex-1-enitol). RXN SMILES: [C:1]([O:4]C(=O)C)(=[O:3])[CH3:2].[C:8](Cl)(=[O:15])[C:9]1[CH:14]=[CH:13][CH:12]=[CH:11]C=1.[OH-:17].[Na+].N1C2C(=CC=CC=2)C=CC=1>N1C=CC=CC=1>[O:17]=[C:14]1[C@H:13]([O:4][C:1](=[O:3])[CH3:2])[C@H:12]([CH3:11])[O:15][CH:8]=[CH:9]1 |f:2.3|. Reported procedure: Examples of suitable blocking groups which may be used throughout the present synthesis technique include acetyl ##STR23## and benzoyl ##STR24## groups. These groups may be introduced by reacting the compound of formula 5 with, respectively, such compounds as acetic anhydride or benzoyl chloride. The reaction is preferably conducted in a solvent which is a good acid receptor, such as pyridine, sodium hydroxide solution, or quinoline. Subsequent to the reaction, the solvent is removed under reduc... Reactants: BrC=1C=C(C=C(C1)C(F)(F)F)CN(C)C (1-[3-bromo-5-(trifluoromethyl)phenyl]-N,N-dimethylmethanamine), C(CCC)[Li] (n-butyllithium), C(=O)=O (CO2). Solvent: C1CCOC1 (THF). Reaction conditions: temperature -78 celsius, time 20 minute. Product: CN(C)CC=1C=C(C(=O)O)C=C(C1)C(F)(F)F (3-[(dimethylamino)methyl]-5-(trifluoromethyl)benzoic acid). RXN SMILES: Br[C:2]1[CH:3]=[C:4]([CH2:12][N:13]([CH3:15])[CH3:14])[CH:5]=[C:6]([C:8]([F:11])([F:10])[F:9])[CH:7]=1.C([Li])CCC.[C:21](=[O:23])=[O:22]>C1COCC1>[CH3:14][N:13]([CH2:12][C:4]1[CH:3]=[C:2]([CH:7]=[C:6]([C:8]([F:11])([F:10])[F:9])[CH:5]=1)[C:21]([OH:23])=[O:22])[CH3:15]. Procedure: To a solution of 1-[3-bromo-5-(trifluoromethyl)phenyl]-N,N-dimethylmethanamine (2 g, 7.1 mmol) in THF (40 mL) at −78° C. was dropwise added a solution of n-butyllithium (2.50 M in hexane, 3.12 mL, 7.81 mmol). The resulting mixture was stirred at −78° C. for 20 min. Excess crushed solid CO2 was added and the mixture was stirred at −78° C. for another 15 min. The reaction was quenched by the addition of water (0.156 mL), and allowed to warm to room temperature. The solvents were evaporated and the... The reactants are C(C1=CC=CC=C1)OC1=CC(=[N+](C2=CC=CC=C12)[O-])CCCCCCCCCCC=O (4-benzyloxy-2-(10-formyldecyl) quinoline-N-oxide), CC1(C2CCC1(C(=O)C2)CS(=O)(=O)O)C (D-camphorsulfonic acid), COC(C)(C)OC (2,2-dimethoxypropane). Solvent: ClCCl (dichloromethane). Conditions: time 3 hour. Yields the product C(C1=CC=CC=C1)OC1=CC(=[N+](C2=CC=CC=C12)[O-])CCCCCCCCCCC(OC)OC (4-benzyloxy-2-(11,11-dimethoxyundecyl) quinoline-N-oxide). Isolated yield 70.6%. Reaction SMILES: [CH2:1]([O:8][C:9]1[C:18]2[C:13](=[CH:14][CH:15]=[CH:16][CH:17]=2)[N+:12]([O-:19])=[C:11]([CH2:20][CH2:21][CH2:22][CH2:23][CH2:24][CH2:25][CH2:26][CH2:27][CH2:28]CC=O)[CH:10]=1)[C:2]1[CH:7]=[CH:6][CH:5]=[CH:4][CH:3]=1.CC1(C)C2(CS(O)(=O)=O)C(CC1CC2)=O.[CH3:47][O:48][C:49]([O:52][CH3:53])([CH3:51])C>ClCCl>[CH2:1]([O:8][C:9]1[C:18]2[C:13](=[CH:14][CH:15]=[CH:16][CH:17]=2)[N+:12]([O-:19])=[C:11]([CH2:20][CH2:21][CH2:22][CH2:23][CH2:24][CH2:25][CH2:26][CH2:27][CH2:28][CH2:51][CH:49]([O:48][CH3:47])[O:52][CH3:53])[CH:10]=1)[C:2]1[CH:3]=[CH:4][CH:5]=[CH:6][CH:7]=1. Reported procedure: In this example, 5 m moles of 4-benzyloxy-2-(10-formyldecyl) quinoline-N-oxide is dissolved in dichloromethane, and a catalytic amount of D-camphorsulfonic acid and a large excess of 2,2-dimethoxypropane are added thereto. The mixture is stirred at room temperature for 3 hours. After the reaction, the reaction solution is washed with an aqueous saturated sodium hydrogen carbonate solution, and then with water, and dried over anhydrous sodium sulfate. After removal of the solvent by distillation,... The reactants are ClC=1C=CC2=C(NC([C@H]([C@H](S2)C2=C(C=CC(=C2)F)F)NC([C@@H](NC(CC2=CC(=CC(=C2)F)F)=O)C)=O)=O)C1 (N1-[(2R,3R)-7-chloro-2-(2,5-difluorophenyl)-4-oxo-2,3,4,5-tetrahydro-1,5-benzothiazepin-3-yl]-N2-[(3,5-difluorophenyl)acetyl]-L-alaninamide), [H-].[Na+] (sodium hydride), IC (iodomethane). The solvent is CN(C)C=O (DMF). Reaction conditions: time 5 minute. Yields the product ClC=1C=CC2=C(N(C([C@H]([C@H](S2)C2=C(C=CC(=C2)F)F)NC([C@@H](NC(CC2=CC(=CC(=C2)F)F)=O)C)=O)=O)C)C1 (N1-[(2R,3R)-7-Chloro-2-(2,5-difluorophenyl)-5-methyl-4-oxo-2,3,4,5-tetrahydro-1,5-benzothiazepin-3-yl]-N2-[(3,5-difluorophenyl)acetyl]-L-alaninamide). Isolated yield 83.3%. As a reaction SMILES: [Cl:1][C:2]1[CH:3]=[CH:4][C:5]2[S:11][C@H:10]([C:12]3[CH:17]=[C:16]([F:18])[CH:15]=[CH:14][C:13]=3[F:19])[C@H:9]([NH:20][C:21](=[O:36])[C@H:22]([CH3:35])[NH:23][C:24](=[O:34])[CH2:25][C:26]3[CH:31]=[C:30]([F:32])[CH:29]=[C:28]([F:33])[CH:27]=3)[C:8](=[O:37])[NH:7][C:6]=2[CH:38]=1.[H-].[Na+].I[CH3:42]>CN(C=O)C>[Cl:1][C:2]1[CH:3]=[CH:4][C:5]2[S:11][C@H:10]([C:12]3[CH:17]=[C:16]([F:18])[CH:15]=[CH:14][C:13]=3[F:19])[C@H:9]([NH:20][C:21](=[O:36])[C@H:22]([CH3:35])[NH:23][C:24](=[O:34])[CH2:25][C:26]3[CH:27]=[C:28]([F:33])[CH:29]=[C:30]([F:32])[CH:31]=3)[C:8](=[O:37])[N:7]([CH3:42])[C:6]=2[CH:38]=1 |f:1.2|. Procedure: To a stirred solution of N1-[(2R,3R)-7-chloro-2-(2,5-difluorophenyl)-4-oxo-2,3,4,5-tetrahydro-1,5-benzothiazepin-3-yl]-N2-[(3,5-difluorophenyl)acetyl]-L-alaninamide (92) (100 mg, 0.177 mmol) in DMF (800 uL) under nitrogen at ambient temperature was added sodium hydride powder (60% in mineral oil) (7 mg, 0.182 mmol). After 5 minutes, iodomethane (25 mg, 0.176 mmol) was added via micro-syringe. After stirring for 3½ hours, the reaction was carefully quenched with 1N aqueous HCl then diluted with w... Reactants: FC1=CC2=C(C(=NO2)C2CCN(CC2)CCN2C(C=3C(C2=O)=CC=CC3)=O)C=C1 (N-[2-[4-(6-fluoro-1,2-benzisoxazol-3-yl)-1-piperidinyl]ethyl]phthalimide), [BH4-].[Na+] (NaBH4). Run in CO (methanol), C(Cl)Cl (DCM). Reaction conditions: time 0.5 hour. The product is FC1=CC2=C(C(=NO2)C2CCN(CC2)CCN2C(C3=CC=CCC3C2O)=O)C=C1 (2,3-dihydro-2-[2-[4-(6-Fluoro-1,2-benzisoxazol-3-yl)-1-piperidinyl]ethyl]-3-hydroxy4 H-isoindol-1-one). The yield is 89.0%. RXN SMILES: [F:1][C:2]1[CH:29]=[CH:28][C:5]2[C:6]([CH:9]3[CH2:14][CH2:13][N:12]([CH2:15][CH2:16][N:17]4[C:21](=[O:22])[C:20]5=[CH:23][CH:24]=[CH:25][CH:26]=[C:19]5[C:18]4=[O:27])[CH2:11][CH2:10]3)=[N:7][O:8][C:4]=2[CH:3]=1.[BH4-].[Na+]>CO.C(Cl)Cl>[F:1][C:2]1[CH:29]=[CH:28][C:5]2[C:6]([CH:9]3[CH2:14][CH2:13][N:12]([CH2:15][CH2:16][N:17]4[CH:21]([OH:22])[CH:20]5[C:19](=[CH:26][CH:25]=[CH:24][CH2:23]5)[C:18]4=[O:27])[CH2:11][CH2:10]3)=[N:7][O:8][C:4]=2[CH:3]=1 |f:1.2|. Procedure details: To a suspension of N-[2-[4-(6-fluoro-1,2-benzisoxazol-3-yl)-1-piperidinyl]ethyl]phthalimide (7.8 g, 19.8 mmol) in methanol (250 ml) and DCM (30 ml) was added NaBH4 (1.7 g, 45.5 mmol) at room temperature under nitrogen. After stirring for 0.5 hours the homogeneous reaction mixture was concentrated. The remaining solid was purified on a flash chromatography column (SiO2, 1:1 EtOAc/DCM, increased to 10% MeOH) to give 7.0 g (90%) of the desired product as a solid which was recrystallized from EtOAc,... Reaction SMILES: [CH3:39][C:40]#[N:41].[CH3:42][CH2:43][OH:44].[Cl-:27].[ClH:38].[NH2:1][c:2]1[cH:3][cH:4][c:5]([C:8]2=[N:9][CH:10]3[CH2:11][CH2:12][N:13]([CH3:26])[CH2:14][CH:15]3[c:16]3[c:17]2[cH:18][c:19]([O:24][CH3:25])[c:20]([O:22][CH3:23])[cH:21]3)[cH:6][cH:7]1.[c:28]1([CH2:34][C:35](=[O:36])[OH:37])[cH:29][cH:30][cH:31][cH:32][cH:33]1>>[NH:1]([c:2]1[cH:3][cH:4][c:5]([C:8]2=[N:9][CH:10]3[CH2:11][CH2:12][N:13]([CH3:26])[CH2:14][CH:15]3[c:16]3[c:17]2[cH:18][c:19]([O:24][CH3:25])[c:20]([O:22][CH3:23])[cH:21]3)[cH:6][cH:7]1)[C:35]([CH2:34][c:28]1[cH:29][cH:30][cH:31][cH:32][cH:33]1)=[O:36]. Product: COc1cc2c(cc1OC)C1CN(C)CCC1N=C2c1ccc(NC(=O)Cc2ccccc2)cc1. The reactants are CC#N, CCO, [Cl-], Cl, COc1cc2c(cc1OC)C1CN(C)CCC1N=C2c1ccc(N)cc1, O=C(O)Cc1ccccc1. The reactants are O=C(n1ccnc1)n1ccnc1, COc1ccc2oc(C(=O)O)c(OC(C)C)c2c1, CCOC(C)=O, NCc1ccccc1, C1CCOC1. Product: COc1ccc2oc(C(=O)NCc3ccccc3)c(OC(C)C)c2c1. RXN SMILES: [C:19]([n:20]1[cH:21][cH:22][n:23][cH:24]1)([n:25]1[cH:26][cH:27][n:28][cH:29]1)=[O:30].[CH3:1][O:2][c:3]1[cH:4][cH:5][c:6]2[c:7]([c:8]([O:14][CH:15]([CH3:16])[CH3:17])[c:9]([C:11](=[O:12])[OH:13])[o:10]2)[cH:18]1.[CH3:44][CH2:45][O:46][C:47](=[O:48])[CH3:49].[NH2:31][CH2:32][c:33]1[cH:34][cH:35][cH:36][cH:37][cH:38]1.[O:39]1[CH2:40][CH2:41][CH2:42][CH2:43]1>>[CH3:1][O:2][c:3]1[cH:4][cH:5][c:6]2[c:7]([c:8]([O:14][CH:15]([CH3:16])[CH3:17])[c:9]([C:11](=[O:13])[NH:31][CH2:32][c:33]3[cH:34][cH:35][cH:36][cH:37][cH:38]3)[o:10]2)[cH:18]1. Starting materials: CCCCOCCOc1ccc(-c2ccc3c(c2)C=C(C(=O)Nc2ccc(SCc4ncn(CCC)c4C)cc2)CCN3CC(C)C)cc1, CSC, ClCCl, O, O=C(OO)c1cccc(Cl)c1. Yields the product CCCCOCCOc1ccc(-c2ccc3c(c2)C=C(C(=O)Nc2ccc(S(=O)Cc4ncn(CCC)c4C)cc2)CCN3CC(C)C)cc1. Reaction SMILES: [CH2:1]([CH2:2][CH2:3][CH3:4])[O:5][CH2:6][CH2:7][O:8][c:9]1[cH:10][cH:11][c:12](-[c:15]2[cH:16][cH:17][c:18]3[c:19]([cH:49]2)[CH:20]=[C:21]([C:29](=[O:30])[NH:31][c:32]2[cH:33][cH:34][c:35]([S:38][CH2:39][c:40]4[n:41][cH:42][n:43]([CH2:46][CH2:47][CH3:48])[c:44]4[CH3:45])[cH:36][cH:37]2)[CH2:22][CH2:23][N:24]3[CH2:25][CH:26]([CH3:27])[CH3:28])[cH:13][cH:14]1.[CH3:61][S:62][CH3:63].[Cl:65][CH2:66][Cl:67].[OH2:64].[OH:50][O:51][C:52]([c:53]1[cH:54][c:55]([Cl:56])[cH:57][cH:58][cH:59]1)=[O:60]>>[CH2:1]([CH2:2][CH2:3][CH3:4])[O:5][CH2:6][CH2:7][O:8][c:9]1[cH:10][cH:11][c:12](-[c:15]2[cH:16][cH:17][c:18]3[c:19]([cH:49]2)[CH:20]=[C:21]([C:29](=[O:30])[NH:31][c:32]2[cH:33][cH:34][c:35]([S:38]([CH2:39][c:40]4[n:41][cH:42][n:43]([CH2:46][CH2:47][CH3:48])[c:44]4[CH3:45])=[O:50])[cH:36][cH:37]2)[CH2:22][CH2:23][N:24]3[CH2:25][CH:26]([CH3:27])[CH3:28])[cH:13][cH:14]1.